This data is from the Open Reaction Database (ORD), a public repository of structured organic reaction records. The task is: describe an organic reaction: reactants, conditions, products, and yield Starting materials: C[Mg]Br (methylmagnesium bromide), [Cl-].[Ce+3].[Cl-].[Cl-] (Cerium Chloride), BrC1=CC=C(C=C1)CC(=O)C=1N(C=C(N1)CC(CC)(C)C)S(=O)(=O)N(C)C (2-[(4-bromophenyl)acetyl]-4-(2,2-dimethylbutyl)-N,N-dimethyl-1H-imidazole-1-sulfonamide), BrC1=CC=C(C=C1)CC(=O)C=1N(C=C(N1)CC(CC)(C)C)S(=O)(=O)N(C)C (2-[(4-bromophenyl)acetyl]-4-(2,2-dimethylbutyl)-N,N-dimethyl-1H-imidazole-1-sulfonamide). The solvent is O1CCCC1 (tetrahydrofuran). Reaction conditions: time 1 hour. Yields the product BrC1=CC=C(C=C1)CC(C)(O)C=1N(C=C(N1)CC(CC)(C)C)S(=O)(=O)N(C)C (2-[2-(4-bromophenyl)-1-hydroxy-1-methylethyl]-4-(2,2-dimethylbutyl)-N,N-dimethyl-1H-imidazole-1-sulfonamide). As a reaction SMILES: [Cl-].[Ce+3].[Cl-].[Cl-].[Br:5][C:6]1[CH:11]=[CH:10][C:9]([CH2:12][C:13]([C:15]2[N:16]([S:26]([N:29]([CH3:31])[CH3:30])(=[O:28])=[O:27])[CH:17]=[C:18]([CH2:20][C:21]([CH3:25])([CH3:24])[CH2:22][CH3:23])[N:19]=2)=[O:14])=[CH:8][CH:7]=1.[CH3:32][Mg]Br>O1CCCC1>[Br:5][C:6]1[CH:11]=[CH:10][C:9]([CH2:12][C:13]([C:15]2[N:16]([S:26]([N:29]([CH3:31])[CH3:30])(=[O:27])=[O:28])[CH:17]=[C:18]([CH2:20][C:21]([CH3:25])([CH3:24])[CH2:22][CH3:23])[N:19]=2)([OH:14])[CH3:32])=[CH:8][CH:7]=1 |f:0.1.2.3|. Procedure details: Cerium Chloride (1.625 g, 6.59 mmol) was added to an ambient temperature solution of 2-[(4-bromophenyl)acetyl]-4-(2,2-dimethylbutyl)-N,N-dimethyl-1H-imidazole-1-sulfonamide (intermediate 8) (1 g, 2.2 mmol) in tetrahydrofuran (22 mL). After stirring at ambient temperature for 1 h, the reaction mixture was cooled to 0° C. and methylmagnesium bromide (3 M in diethyl ether) (2.2 mL, 6.59 mmol) was added. After stirring at 0° C. for a further 30 min, the reaction mixture was quenched with saturated a... Reactants: mixture, O=C(CC(=O)OC)C=1C=C2C(=CN1)OC=C2 (methyl β-oxo-5-furo[2,3-c]pyridinepropionate), O=C(CC(=O)OCC)C=1C=C2C(=CN1)OC=C2 (ethyl β-oxo-5-furo[2,3-c]pyridinepropionate), O=C(CC(=O)OC(C)(C)C)C=1C=C2C(=CN1)OC=C2 (tert-butyl β-oxo-5-furo[2,3-c]pyridinepropionate), Cl (hydrochloric acid), [OH-].[Na+] (sodium hydroxide). Run in C1(=CC=CC=C1)C (toluene). Reaction conditions: temperature 60 celsius, time 3 hour. Product: C(C)(=O)C=1C=C2C(=CN1)OC=C2 (5-acetylfuro[2,3-c]pyridine). Isolated yield 78.0%. As a reaction SMILES: [O:1]=[C:2]([C:8]1[CH:9]=[C:10]2[CH:16]=[CH:15][O:14][C:11]2=[CH:12][N:13]=1)[CH2:3]C(OC)=O.O=C(C1C=C2C=COC2=CN=1)CC(OCC)=O.O=C(C1C=C2C=COC2=CN=1)CC(OC(C)(C)C)=O.Cl.[OH-].[Na+]>C1(C)C=CC=CC=1>[C:2]([C:8]1[CH:9]=[C:10]2[CH:16]=[CH:15][O:14][C:11]2=[CH:12][N:13]=1)(=[O:1])[CH3:3] |f:4.5|. Procedure details: The 971 mg of the mixture of methyl β-oxo-5-furo[2,3-c]pyridinepropionate, ethyl β-oxo-5-furo[2,3-c]pyridinepropionate, and tert-butyl β-oxo-5-furo[2,3-c]pyridinepropionate (molar ratio of 55:44:1) obtained in Example 9 was dissolved in 20 mL of toluene, and 1.04 g of 35% hydrochloric acid was added at room temperature with stirring. After addition, the reaction mixture was heated to 60° C., and a reaction was carried out for 3 hours with stirring. The reaction solution was then cooled to room t...